Task: describe an organic reaction: reactants, conditions, products, and yield. Dataset: the Open Reaction Database (ORD), a public repository of structured organic reaction records Reactants: ClC=1C=C(C=2N(N1)C(=CN2)C(=O)NC2=CC(=NC=C2)C)N(C2=CC=CC=C2)CC2=CC=C(C=C2)OC (6-Chloro-8-((4-methoxybenzyl)(phenyl)amino)-N-(2-methylpyridin-4-yl)imidazo[1,2-b]pyridazine-3-carboxamide), [C@H]1(CC[C@H](CC1)N)N ((trans)-cyclohexane-1,4-diamine). The solvent is C(=O)(C(F)(F)F)O (TFA). Run at temperature 70 celsius. Yields the product N[C@@H]1CC[C@H](CC1)NC=1C=C(C=2N(N1)C(=CN2)C(=O)NC2=CC(=NC=C2)C)NC2=CC=CC=C2 (6-((trans-4-aminocyclohexyl)amino)-8-anilino-N-(2-methyl-4-pyridinyl)imidazo[1,2-b]pyridazine-3-carboxamide). Isolated yield 42.5%. RXN SMILES: Cl[C:2]1[CH:3]=[C:4]([N:21](CC2C=CC(OC)=CC=2)[C:22]2[CH:27]=[CH:26][CH:25]=[CH:24][CH:23]=2)[C:5]2[N:6]([C:8]([C:11]([NH:13][C:14]3[CH:19]=[CH:18][N:17]=[C:16]([CH3:20])[CH:15]=3)=[O:12])=[CH:9][N:10]=2)[N:7]=1.[C@H:37]1([NH2:44])[CH2:42][CH2:41][C@H:40]([NH2:43])[CH2:39][CH2:38]1>C(O)(C(F)(F)F)=O>[NH2:43][C@H:40]1[CH2:41][CH2:42][C@H:37]([NH:44][C:2]2[CH:3]=[C:4]([NH:21][C:22]3[CH:23]=[CH:24][CH:25]=[CH:26][CH:27]=3)[C:5]3[N:6]([C:8]([C:11]([NH:13][C:14]4[CH:19]=[CH:18][N:17]=[C:16]([CH3:20])[CH:15]=4)=[O:12])=[CH:9][N:10]=3)[N:7]=2)[CH2:38][CH2:39]1. Procedure: 6-Chloro-8-((4-methoxybenzyl)(phenyl)amino)-N-(2-methylpyridin-4-yl)imidazo[1,2-b]pyridazine-3-carboxamide (100 mg, 0.201 mmol) and (trans)-cyclohexane-1,4-diamine (9459 mg, 4.016 mmol) were heated at 160° C. for 1 hour. The reaction mixture was dissolved in TFA (5 mL) and heated at 70° C. for 2 hours. The reaction mixture was concentrated, dissolved in methanol and purified by preparative HPLC (Phenomenex Axia Luna 5 micron 30×100 mm) 30% B (Solvent B=90% MeOH-10% H2O-0.1% TFA) to 100% B in A (... Product: CN1C(N(CC1C(=O)OC(C)(C)C)C1=CN=CN1C)=O (1,1-dimethylethyl 3-methyl-1-(1-methyl-1H-imidazol-5-yl)-2-oxo-4-imidazolidinecarboxylate). Reagents/catalysts: [Cu]I (copper(I) iodide). The yield is 35.0%. The solvent is O1CCOCC1 (1,4-dioxane), ClCCl (dichloromethane). The reactants are CN1C(NCC1C(=O)OC(C)(C)C)=O (1,1-dimethylethyl 3-methyl-2-oxo-4-imidazolidinecarboxylate), BrC1=CN=CN1C (5-bromo-1-methylimidazole), P(=O)([O-])([O-])[O-].[K+].[K+].[K+] (potassium phosphate), CN([C@H]1[C@@H](CCCC1)N)C (trans-N,N-dimethylcyclohexane-1,2-diamine). Procedure: To a stirred solution of 1,1-dimethylethyl 3-methyl-2-oxo-4-imidazolidinecarboxylate (801 mg, 4.00 mmol) (prepared as described in step (iii) of Example 13, starting from (4S)-2-oxo-3-{[(phenylmethyl)oxy]carbonyl}-4-imidazolidinecarboxylic acid) and 5-bromo-1-methylimidazole (644 mg, 4.00 mmol) in 1,4-dioxane (30 ml) was added potassium phosphate (4246 mg, 20.00 mmol), trans-N,N-dimethylcyclohexane-1,2-diamine (0.631 ml, 4.00 mmol) and copper(I) iodide (762 mg, 4.00 mmol) and the mixture stirred... Reaction SMILES: [CH3:1][N:2]1[CH:6]([C:7]([O:9][C:10]([CH3:13])([CH3:12])[CH3:11])=[O:8])[CH2:5][NH:4][C:3]1=[O:14].Br[C:16]1[N:20]([CH3:21])[CH:19]=[N:18][CH:17]=1.P([O-])([O-])([O-])=O.[K+].[K+].[K+].CN(C)[C@@H]1CCCC[C@H]1N>O1CCOCC1.ClCCl.[Cu]I>[CH3:1][N:2]1[CH:6]([C:7]([O:9][C:10]([CH3:11])([CH3:13])[CH3:12])=[O:8])[CH2:5][N:4]([C:16]2[N:20]([CH3:21])[CH:19]=[N:18][CH:17]=2)[C:3]1=[O:14] |f:2.3.4.5|. Reactants: Cl.NO (Hydroxylamine hydrochloride), C(C1=CC=CC=C1)OC1=C(C=C(C(=C1)OCC1=CC=CC=C1)Cl)C(C=C(C(=O)[O-])O)=O (4-(2,4-bis(benzyloxy)-5-chlorophenyl)-2-hydroxy-4-oxobut-2-enoate), CCO (EtOH). The product is C(C1=CC=CC=C1)OC1=C(C=C(C(=C1)OCC1=CC=CC=C1)Cl)C1=CC(=NO1)C(=O)OCC (ethyl 5-(2,4-bis(benzyloxy)-5-chlorophenyl)isoxazole-3-carboxylate). Yield: 80.0%. RXN SMILES: Cl.[NH2:2]O.[CH2:4]([O:11][C:12]1[CH:17]=[C:16]([O:18][CH2:19][C:20]2[CH:25]=[CH:24][CH:23]=[CH:22][CH:21]=2)[C:15]([Cl:26])=[CH:14][C:13]=1[C:27](=[O:34])[CH:28]=[C:29](O)[C:30]([O-:32])=[O:31])[C:5]1[CH:10]=[CH:9][CH:8]=[CH:7][CH:6]=1.[CH3:35][CH2:36]O>>[CH2:4]([O:11][C:12]1[CH:17]=[C:16]([O:18][CH2:19][C:20]2[CH:21]=[CH:22][CH:23]=[CH:24][CH:25]=2)[C:15]([Cl:26])=[CH:14][C:13]=1[C:27]1[O:34][N:2]=[C:29]([C:30]([O:32][CH2:35][CH3:36])=[O:31])[CH:28]=1)[C:5]1[CH:10]=[CH:9][CH:8]=[CH:7][CH:6]=1 |f:0.1|. Procedure: Hydroxylamine hydrochloride (0.89 g, 12.8 mmol) was added to a suspension of 4-(2,4-bis(benzyloxy)-5-chlorophenyl)-2-hydroxy-4-oxobut-2-enoate (5.0 g, 10.7 mmol) in EtOH (100 ml). The reaction mixture was heated to reflux for 3.5 h and then allowed to cool to RT. The resulting suspension was filtered, washed sequentially with EtOH (2×10 ml), water (2×10 ml), and EtOH (2×10 ml), and dried under vacuo to afford the title compound ethyl 5-(2,4-bis(benzyloxy)-5-chlorophenyl)isoxazole-3-carboxylate (... Starting materials: CC1=CN=CS1 (5-methylthiazole), O1CCOCC1 (dioxane), BrCCO (2-bromoethanol). Solvent: CC(=O)C (acetone). Conditions: time 0.5 hour. The product is [Br-].OCC[N+]1=CSC(=C1)C (N-[(2-hydroxy)ethyl]-5-methylthiazolium bromide). As a reaction SMILES: [CH3:1][C:2]1[S:6][CH:5]=[N:4][CH:3]=1.[O:7]1CCO[CH2:9][CH2:8]1.[Br:13]CCO>CC(C)=O>[Br-:13].[OH:7][CH2:8][CH2:9][N+:4]1[CH:3]=[C:2]([CH3:1])[S:6][CH:5]=1 |f:4.5|. Reported procedure: To the mixture of 5-methylthiazole (10 g) and dioxane (20 ml) was added 2-bromoethanol (15 g), and the resulting mixture was heated under reflux for 4 hours. To the mixture left standing at room temperature for about 0.5 hour was added acetone (100 ml) with stirring to crystallize pale yellow solids. The supernatant was discarded, and acetone (50 ml) and ether (150 ml) were added with stirring to give white to pale yellow solids, which were collected by filtration, washed with ether and dried un... Starting materials: O=C(CC(NC=1SC=CN1)=O)C1=C(C(=CC=C1)C(F)(F)F)NC([C@H](CC)NC(OC(C)(C)C)=O)=O (1,1-dimethylethyl N-[(S) 2-[[2-[1,3-dioxo-3-(2-thiazolylamino)-propyl]-6-(trifluoromethyl)-phenyl]-amino]-1-ethyl-2-oxoethyl]-carbamate). The reagents and catalysts are CN(C1=CC=NC=C1)C (4-dimethylaminopyridine). Solvent: O1CCCC1 (tetrahydrofuran). Yields the product OC1=C(C(=NC2=C(C=CC=C12)C(F)(F)F)[C@H](CC)NC(OC(C)(C)C)=O)C(=O)NC=1SC=CN1 (1,1-dimethylethyl N-[(S) 1-[4-hydroxy-3-[(2-thiazolyl-amino)-carbonyl]-8-(trifluoromethyl]-quinolin-2-yl]-propyl]-carbamate). Yield: 88.1%. As a reaction SMILES: [O:1]=[C:2]([C:12]1[CH:17]=[CH:16][CH:15]=[C:14]([C:18]([F:21])([F:20])[F:19])[C:13]=1[NH:22][C:23](=O)[C@@H:24]([NH:27][C:28](=[O:34])[O:29][C:30]([CH3:33])([CH3:32])[CH3:31])[CH2:25][CH3:26])[CH2:3][C:4](=[O:11])[NH:5][C:6]1[S:7][CH:8]=[CH:9][N:10]=1>CN(C)C1C=CN=CC=1.O1CCCC1>[OH:1][C:2]1[C:12]2[C:13](=[C:14]([C:18]([F:21])([F:20])[F:19])[CH:15]=[CH:16][CH:17]=2)[N:22]=[C:23]([C@@H:24]([NH:27][C:28](=[O:34])[O:29][C:30]([CH3:33])([CH3:31])[CH3:32])[CH2:25][CH3:26])[C:3]=1[C:4]([NH:5][C:6]1[S:7][CH:8]=[CH:9][N:10]=1)=[O:11]. Procedure: Using the procedure of Step C of Example 3, 8 g of the product of Step B, 80 ml of tetrahydrofuran and 1.9 g of 4-dimethylaminopyridine were reacted to obtain 6.8 g of 1,1-dimethylethyl N-[(S) 1-[4-hydroxy-3-[(2-thiazolyl-amino)-carbonyl]-8-(trifluoromethyl]-quinolin-2-yl]-propyl]-carbamate melting at 260°-262° C. and having a specific rotation of [α]D =+66.5°±2.5° (c=0.7% in CH3COOH). Reactants: C(#C)C1=C(C=C(C=C1)C1(CC1)OC(C)C)CC (4-ethynyl-1-(1-isopropoxycyclopropyl)-3-ethyl-benzene), C(#C)C1=C(C=C(C=C1)C1(CC1)OC(C)C)CC (4-ethynyl-1-(1-isopropoxycyclopropyl)-3-ethyl-benzene), C(C1=CC=CC=C1)(=O)O.C(C)OC(C1=CC=C(C=C1)I)=O (ethyl-4-iodo-benzoate benzoate), C(C1=CC=CC=C1)(=O)O.C(C)OC(C1=CC=C(C=C1)I)=O (ethyl-4-iodo-benzoate benzoate). Reagents/catalysts: [Cu]I (copper(I)iodide), Cl[Pd]([P](C1=CC=CC=C1)(C2=CC=CC=C2)C3=CC=CC=C3)([P](C4=CC=CC=C4)(C5=CC=CC=C5)C6=CC=CC=C6)Cl (Dichlorobis(triphenylphosphine)-palladium(II)). Solvent: C(C)N(CC)CC (triethylamine). Reaction conditions: time 8 hour. Product: EtOAc-hexanes, C(C)(C)OC1(CC1)C1=C(C=C(C=C1)C#CC1=CC=C(C(=O)OCC)C=C1)CC (Ethyl 4-[4-(1-isopropoxycyclopropyl)-3-ethyl-phenylethynyl]-benzoate). The yield is 70.6%. RXN SMILES: [C:1]([C:3]1[CH:8]=[CH:7][C:6]([C:9]2([O:12][CH:13]([CH3:15])[CH3:14])[CH2:11][CH2:10]2)=[CH:5][C:4]=1CC)#[CH:2].[C:18](O)(=O)[C:19]1C=CC=CC=1.[CH2:27]([O:29][C:30](=[O:38])[C:31]1[CH:36]=[CH:35][C:34](I)=[CH:33][CH:32]=1)[CH3:28]>C(N(CC)CC)C.[Cu]I.Cl[Pd](Cl)([P](C1C=CC=CC=1)(C1C=CC=CC=1)C1C=CC=CC=1)[P](C1C=CC=CC=1)(C1C=CC=CC=1)C1C=CC=CC=1>[CH:13]([O:12][C:9]1([C:6]2[CH:5]=[CH:4][C:3]([C:1]#[C:2][C:34]3[CH:35]=[CH:36][C:31]([C:30]([O:29][CH2:27][CH3:28])=[O:38])=[CH:32][CH:33]=3)=[CH:8][C:7]=2[CH2:18][CH3:19])[CH2:10][CH2:11]1)([CH3:14])[CH3:15] |f:1.2,^1:50,69|. Reported procedure: Using General Procedure F; 4-ethynyl-1-(1-isopropoxycyclopropyl)-3-ethyl-benzene (Intermediate 95, 108.0 mg, 0.47 mmol) and ethyl-4-iodo benzoate (Reagent A, 130.0 mg, 0.47 mmol) in triethylamine (5 mL) was treated with copper(I)iodide (30.0 mg, 0.16 mmol) and sparged with argon for 5 minutes. Dichlorobis(triphenylphosphine)-palladium(II) (110 mg, 0.16 mmol) was added and the reaction mixture was stirred overnight at room temperature. Column chromatography (2-4% EtOAc-hexanes) afforded 125.0 mg ... Starting materials: C(C)(=O)[O-].[Na+] (sodium acetate), ClC[Si](C)(C)C1=CC=C(C=C1)OCC ((chloromethyl)(4-ethoxyphenyl)dimethylsilane), C(C)(=O)[O-].[Na+] (sodium acetate), C(Cl)(Cl)(Cl)Cl (carbon tetrachloride). Reagents/catalysts: [Cl-].C(CCC)[N+](CCCC)(CCCC)CCCC (tetrabutylammonium chloride), [Cl-].C(CCC)[N+](CCCC)(CCCC)CCCC (tetrabutylammonium chloride). The solvent is C(C)OCC (diethyl ether). Product: C(C)(=O)OC[Si](C)(C)C1=CC=C(C=C1)OCC (2-(4-ethoxyphenyl)-2-methyl-2-silapropyl acetate). Isolated yield 105.4%. As a reaction SMILES: Cl[CH2:2][Si:3]([C:6]1[CH:11]=[CH:10][C:9]([O:12][CH2:13][CH3:14])=[CH:8][CH:7]=1)([CH3:5])[CH3:4].[C:15]([O-:18])(=[O:17])[CH3:16].[Na+].C(Cl)(Cl)(Cl)Cl>[Cl-].C([N+](CCCC)(CCCC)CCCC)CCC.C(OCC)C>[C:15]([O:18][CH2:2][Si:3]([C:6]1[CH:11]=[CH:10][C:9]([O:12][CH2:13][CH3:14])=[CH:8][CH:7]=1)([CH3:5])[CH3:4])(=[O:17])[CH3:16] |f:1.2,4.5|. Procedure details: In a flask under nitrogen were placed 10.1 g (0.044 mole) of (chloromethyl)(4-ethoxyphenyl)dimethylsilane, 4.0 g (0.049 mole) of sodium acetate, 1.2 g (0.0043 mole) of tetrabutylammonium chloride, and 75 ml of carbon tetrachloride. This mixture was refluxed for four days. After cooling to room temperature, 2.0 g (0.024 mole) of sodium acetate and 0.60 g (0.0022 mole) of tetrabutylammonium chloride was added, and the reaction mixture was refluxed for five more days. This mixture was then diluted ... Starting materials: O=C1CCC(=O)N1Br, CCCCCCCCCCCCc1ccc(-c2ccsc2)s1, CN(C)C=O. Yields the product CCCCCCCCCCCCc1ccc(-c2ccsc2Br)s1. Reaction SMILES: [Br:23][N:24]1[C:25](=[O:26])[CH2:27][CH2:28][C:29]1=[O:30].[CH2:1]([CH2:2][CH2:3][CH2:4][CH2:5][CH2:6][CH2:7][CH2:8][CH2:9][CH2:10][CH2:11][CH3:12])[c:13]1[cH:14][cH:15][c:16](-[c:18]2[cH:19][s:20][cH:21][cH:22]2)[s:17]1.[O:31]=[CH:32][N:33]([CH3:34])[CH3:35]>>[CH2:1]([CH2:2][CH2:3][CH2:4][CH2:5][CH2:6][CH2:7][CH2:8][CH2:9][CH2:10][CH2:11][CH3:12])[c:13]1[cH:14][cH:15][c:16](-[c:18]2[c:19]([Br:23])[s:20][cH:21][cH:22]2)[s:17]1. Reactants: [BH3-]C#N, O=C([O-])[O-], ON=Cc1ccc(OCc2ccccc2)cc1, CC(=O)OC(C)=O, CC(=O)O, CO, CCOC(C)=O, [K+], [K+], [Na+], O. Product: CC(=O)N(O)Cc1ccc(OCc2ccccc2)cc1. Reaction SMILES: [C:1]([BH3-:2])#[N:3].[C:29](=[O:30])([O-:31])[O-:32].[CH2:5]([c:6]1[cH:7][cH:8][cH:9][cH:10][cH:11]1)[O:12][c:13]1[cH:14][cH:15][c:16]([CH:17]=[N:18][OH:19])[cH:20][cH:21]1.[CH3:22][C:23](=[O:24])[O:25][C:26](=[O:27])[CH3:28].[CH3:35][C:36](=[O:37])[OH:38].[CH3:39][OH:40].[CH3:41][CH2:42][O:43][C:44](=[O:45])[CH3:46].[K+:33].[K+:34].[Na+:4].[OH2:47]>>[CH2:5]([c:6]1[cH:7][cH:8][cH:9][cH:10][cH:11]1)[O:12][c:13]1[cH:14][cH:15][c:16]([CH2:17][N:18]([OH:19])[C:23]([CH3:22])=[O:24])[cH:20][cH:21]1.